This data is from the Open Reaction Database (ORD), a public repository of structured organic reaction records. The task is: describe an organic reaction: reactants, conditions, products, and yield Reactants: Cc1ccccc1, CO, O=C(O)c1cc(OCC(F)(F)F)ccc1OCC(F)(F)F, O=S(Cl)Cl. Yields the product COC(=O)c1cc(OCC(F)(F)F)ccc1OCC(F)(F)F. As a reaction SMILES: [CH3:26][c:27]1[cH:28][cH:29][cH:30][cH:31][cH:32]1.[CH3:33][OH:34].[F:1][C:2]([CH2:3][O:4][c:5]1[c:6]([C:7](=[O:8])[OH:9])[cH:10][c:11]([O:14][CH2:15][C:16]([F:17])([F:18])[F:19])[cH:12][cH:13]1)([F:20])[F:21].[S:22]([Cl:23])([Cl:24])=[O:25]>>[F:1][C:2]([CH2:3][O:4][c:5]1[c:6]([C:7](=[O:8])[O:9][CH3:26])[cH:10][c:11]([O:14][CH2:15][C:16]([F:17])([F:18])[F:19])[cH:12][cH:13]1)([F:20])[F:21].